Dataset: the Open Reaction Database (ORD), a public repository of structured organic reaction records. Task: describe an organic reaction: reactants, conditions, products, and yield Starting materials: C([C@@H](O)C)(=O)[O-].[Na+] (sodium L-lactate), C(C(C)C)(=O)O (isobutyric acid), [OH-].[Na+] (NaOH), GS115, C(CO)(=O)[O-] (glycolate), CCCCCCCCCCCCC[N+](C)(C)CC=1C=CC=CC1.[Cl-] (benzalkonium chloride). The solvent is aqueous solution. Conditions: time 5 hour. Yields the product C(C(=O)C)(=O)[O-] (pyruvate), C(C)(=O)[O-] (acetate). Reaction SMILES: [C:1]([O-:6])(=[O:5])[C@H:2]([CH3:4])[OH:3].[Na+].[C:8]([OH:13])(=[O:12])[CH:9](C)C.[OH-].[Na+].C([O-])(=O)CO.CCCCCCCCCCCCC[N+](CC1C=CC=CC=1)(C)C.[Cl-]>>[C:1]([O-:6])(=[O:5])[C:2]([CH3:4])=[O:3].[C:8]([O-:13])(=[O:12])[CH3:9] |f:0.1,3.4,6.7|. Procedure details: The procedure described in Example 1 was repeated using 10 mL of an aqueous solution containing sodium L-lactate (0.500M) and isobutyric acid (HPLC internal standard, 0.100M) at pH 9.0 (adjusted with 50% NaOH), to which was added 0.75 g (wet weight) of Pichia pastoris transformant GS115-MSP 10 (6.52 IU/mL glycolate oxidase and 10,100 IU/mL catalase) which had been permeabilized by treatment with 0.1% benzalkonium chloride ("BARQUAT" OJ-50); no buffer was added. After 5 hours, the HPLC yields of ...